From a dataset of the Open Reaction Database (ORD), a public repository of structured organic reaction records. describe an organic reaction: reactants, conditions, products, and yield The reactants are [Al+3], CCS, ClCCl, COc1ccc(Nc2ccccc2)c(NS(C)(=O)=O)c1, [Cl-], [Cl-], [Cl-], O. Product: CS(=O)(=O)Nc1cc(O)ccc1Nc1ccccc1. As a reaction SMILES: [Al+3:28].[CH2:21]([SH:22])[CH3:23].[CH2:24]([Cl:25])[Cl:26].[CH3:1][S:2](=[O:3])(=[O:4])[NH:5][c:6]1[cH:7][c:8]([O:19][CH3:20])[cH:9][cH:10][c:11]1[NH:12][c:13]1[cH:14][cH:15][cH:16][cH:17][cH:18]1.[Cl-:27].[Cl-:29].[Cl-:30].[OH2:31]>>[CH3:1][S:2](=[O:3])(=[O:4])[NH:5][c:6]1[cH:7][c:8]([OH:19])[cH:9][cH:10][c:11]1[NH:12][c:13]1[cH:14][cH:15][cH:16][cH:17][cH:18]1. Reactants: BrC=1C=C2C(=NC1)N(C=C2C=2SC=CN2)S(=O)(=O)C2=CC=C(C)C=C2 (2-(5-bromo-1-tosyl-1H-pyrrolo[2,3-b]pyridine-3-yl)thiazole), N1=CC(=CC=C1)B(O)O (pyridine-3-ylboronic acid), C(C)#N (acetonitrile), C(=O)(O)[O-].[Na+] (NaHCO3). Solvent: C(C)(=O)OCC (ethyl acetate). Conditions: temperature 140 celsius, time 30 minute. Yields the product N1=CC(=CC=C1)C=1C=C2C(=NC1)NC=C2C=2SC=CN2 (2-(5-(pyridine-3-yl)-1H-pyrrolo[2,3-b]pyridine-3-yl)thiazole). Isolated yield 76.1%. RXN SMILES: Br[C:2]1[CH:3]=[C:4]2[C:10]([C:11]3[S:12][CH:13]=[CH:14][N:15]=3)=[CH:9][N:8](S(C3C=CC(C)=CC=3)(=O)=O)[C:5]2=[N:6][CH:7]=1.[N:26]1[CH:31]=[CH:30][CH:29]=[C:28](B(O)O)[CH:27]=1.C(#N)C.C([O-])(O)=O.[Na+]>C(OCC)(=O)C>[N:26]1[CH:31]=[CH:30][CH:29]=[C:28]([C:2]2[CH:3]=[C:4]3[C:10]([C:11]4[S:12][CH:13]=[CH:14][N:15]=4)=[CH:9][NH:8][C:5]3=[N:6][CH:7]=2)[CH:27]=1 |f:3.4|. Reported procedure: A mixture of 2-(5-bromo-1-tosyl-1H-pyrrolo[2,3-b]pyridine-3-yl)thiazole (75 mg, 0.17 mmol), pyridine-3-ylboronic acid (27 mg, 0.22 mmol) 1,1′-bis(diphenylphosphino)ferrocenepalladium(II)-dichloride dichloromethane adduct (6.9 mg, 0.009 mmol), acetonitrile (1 mL) and saturated aqueous NaHCO3 (1 mL) were stirred in a sealed microwave tube at 140° C. for 30 minutes. The mixture was then cooled to room temperature, diluted with ethyl acetate, washed with brine and concentrated to dryness. Silica gel... Starting materials: CCOC(C)=O, O=C1N(c2ccc(OC(F)(F)F)cc2)CCC12CCN(S(=O)(=O)c1cccnc1Cl)CC2, [H-], [Na+], CN(C)C=O, OCc1ccccc1. The product is O=C1N(c2ccc(OC(F)(F)F)cc2)CCC12CCN(S(=O)(=O)c1cccnc1OCc1ccccc1)CC2. As a reaction SMILES: [CH3:48][CH2:49][O:50][C:51](=[O:52])[CH3:53].[Cl:11][c:12]1[n:13][cH:14][cH:15][cH:16][c:17]1[S:18](=[O:19])(=[O:20])[N:21]1[CH2:22][CH2:23][C:24]2([CH2:25][CH2:26][N:27]([c:30]3[cH:31][cH:32][c:33]([O:36][C:37]([F:38])([F:39])[F:40])[cH:34][cH:35]3)[C:28]2=[O:29])[CH2:41][CH2:42]1.[H-:2].[Na+:1].[O:43]=[CH:44][N:45]([CH3:46])[CH3:47].[OH:3][CH2:4][c:5]1[cH:6][cH:7][cH:8][cH:9][cH:10]1>>[O:3]([CH2:4][c:5]1[cH:6][cH:7][cH:8][cH:9][cH:10]1)[c:12]1[n:13][cH:14][cH:15][cH:16][c:17]1[S:18](=[O:19])(=[O:20])[N:21]1[CH2:22][CH2:23][C:24]2([CH2:25][CH2:26][N:27]([c:30]3[cH:31][cH:32][c:33]([O:36][C:37]([F:38])([F:39])[F:40])[cH:34][cH:35]3)[C:28]2=[O:29])[CH2:41][CH2:42]1. Reactants: C1NCCC=2NC=3C=CC=CC3C21 (2,3,4,5-tetrahydro-1H-pyrido[4,3-b]indole), C1(=C(C(=C(C(=C1F)F)F)N)F)N.Cl.Cl (dihydrochloride), C(=C)C1=NC2=CC=CC=C2C=C1 (2-vinylquinoline), C(=C)C1=NC=CC=C1 (2-vinylpyridine). Yields the product N1=C(C=CC2=CC=CC=C12)CCN1CC2=C(NC=3C=CC=CC23)CC1 (2,3,4,5-Tetrahydro-2-[2-(2-quinolinyl)ethyl]-1H-pyrido[4,3-b]indole). Reaction SMILES: [CH2:1]1[C:13]2[C:12]3[CH:11]=[CH:10][CH:9]=[CH:8][C:7]=3[NH:6][C:5]=2[CH2:4][CH2:3][NH:2]1.[CH:14]([C:16]1[CH:25]=[CH:24][C:23]2[C:18](=[CH:19][CH:20]=[CH:21][CH:22]=2)[N:17]=1)=[CH2:15].C(C1C=CC=CN=1)=C.C1(N)C(F)=C(F)C(F)=C(N)C=1F.Cl.Cl>>[N:17]1[C:18]2[C:23](=[CH:22][CH:21]=[CH:20][CH:19]=2)[CH:24]=[CH:25][C:16]=1[CH2:14][CH2:15][N:2]1[CH2:3][CH2:4][C:5]2[NH:6][C:7]3[CH:8]=[CH:9][CH:10]=[CH:11][C:12]=3[C:13]=2[CH2:1]1 |f:3.4.5|. Reported procedure: The title compound was prepared following the procedure of Example 2 with the exception that 2,3,4,5-tetrahydro-1H-pyrido[4,3-b]indole was used instead of 8-fluoro-2,3,4,5-tetrahydro-1H-pyrido[4,3-b]indole and 2-vinylquinoline replaced 2-vinylpyridine. The product was converted to the dihydrochloride; mp 195°-197° C. The reactants are teflon, O\C(=C(/C(=O)OC)\O)\C(=O)OC (dimethyl dihydroxyfumarate), NC1=CC=CC=C1 (aniline), Cl (HCl). Solvent: CO (methyl alcohol). Conditions: time 8 hour. Product: COC(C(=C(C(=O)OC)NC1=CC=CC=C1)NC1=CC=CC=C1)=O (2,3-bis-(anilino)-but-2-enedioic acid dimethyl ester). Isolated yield 65.0%. Reaction SMILES: O/[C:2](/[C:9]([O:11][CH3:12])=[O:10])=[C:3](/O)\[C:4]([O:6][CH3:7])=[O:5].[NH2:13][C:14]1[CH:19]=[CH:18][CH:17]=[CH:16][CH:15]=1.Cl>CO>[CH3:7][O:6][C:4](=[O:5])[C:3]([NH:13][C:14]1[CH:19]=[CH:18][CH:17]=[CH:16][CH:15]=1)=[C:2]([NH:13][C:14]1[CH:19]=[CH:18][CH:17]=[CH:16][CH:15]=1)[C:9]([O:11][CH3:12])=[O:10]. Procedure details: In a round bottom flask with a teflon stirbar, 25 g (142 mmol) of dimethyl dihydroxyfumarate (prepared according to a procedure described in U.S. Pat. No. 3,334,102), 29.0 g (312.5 mmol) of aniline, 0.1 mL of concentrated HCl, and 90 mL of methyl alcohol were mixed and heated to reflux for 3 hours. The reaction mixture was cooled to room temperature and left overnight in a refrigerator. The next morning, the resulting thick paste was filtered on a coarse frit, washed with a 50% (v:v) methanol-wa... The reactants are resultant solution, FC1=CC=C(C=C1)C(N1C=C(C=2C1=NC(=CC2C)C)C#N)C2=CC=C(C=C2)F (1-[bis(4-fluorophenyl)methyl]-4,6-dimethyl-1H-pyrrolo[2,3-b]pyridine-3-carbonitrile), C(C)(C)NC(C)C (diisopropylamine), solution, C(CCC)[Li] (butyllithium), CCCCCC (hexane), CN(C=O)C (Dimethylformamide). Run in O (water), O1CCCC1 (tetrahydrofuran). Run at temperature -78 celsius, time 15 minute. Product: FC1=CC=C(C=C1)C(N1C(=C(C=2C1=NC(=CC2C)C)C#N)C=O)C2=CC=C(C=C2)F (1-[Bis(4-fluorophenyl)methyl]-2-formyl-4,6-dimethyl-1H-pyrrolo[2,3-b]pyridine-3-carbonitrile). As a reaction SMILES: C(NC(C)C)(C)C.C([Li])CCC.CCCCCC.[F:19][C:20]1[CH:25]=[CH:24][C:23]([CH:26]([C:40]2[CH:45]=[CH:44][C:43]([F:46])=[CH:42][CH:41]=2)[N:27]2[C:31]3=[N:32][C:33]([CH3:37])=[CH:34][C:35]([CH3:36])=[C:30]3[C:29]([C:38]#[N:39])=[CH:28]2)=[CH:22][CH:21]=1.CN(C)[CH:49]=[O:50]>O1CCCC1.O>[F:46][C:43]1[CH:42]=[CH:41][C:40]([CH:26]([C:23]2[CH:24]=[CH:25][C:20]([F:19])=[CH:21][CH:22]=2)[N:27]2[C:31]3=[N:32][C:33]([CH3:37])=[CH:34][C:35]([CH3:36])=[C:30]3[C:29]([C:38]#[N:39])=[C:28]2[CH:49]=[O:50])=[CH:45][CH:44]=1. Reported procedure: To a solution of diisopropylamine (5.27 ml, 40.2 mmol) in tetrahydrofuran (50 ml) was added a 1.6 N solution of butyllithium in hexane (25.1 ml, 40.2 mmol) at −78° C., which was stirred at −78° C. for 15 minutes. To the resultant solution was added dropwise 1-[bis(4-fluorophenyl)methyl]-4,6-dimethyl-1H-pyrrolo[2,3-b]pyridine-3-carbonitrile (11.6 g, 31.1 mmol) at −78° C., and the mixture was stirred at −78° C. for 30 minutes. Dimethylformamide (6.23 ml, 80.4 mmol) was added thereto, and the mixtu... Starting materials: [Al+3], CCCCCC, [Cl-], [Cl-], [Cl-], COc1cccc(Cl)c1Cl, ClCCCl, O=C(Cl)c1ccc(F)cc1. The product is COc1ccc(C(=O)c2ccc(F)cc2)c(Cl)c1Cl. RXN SMILES: [Al+3:22].[CH3:25][CH2:26][CH2:27][CH2:28][CH2:29][CH3:30].[Cl-:21].[Cl-:23].[Cl-:24].[Cl:11][c:12]1[c:13]([O:19][CH3:20])[cH:14][cH:15][cH:16][c:17]1[Cl:18].[Cl:31][CH2:32][CH2:33][Cl:34].[F:1][c:2]1[cH:3][cH:4][c:5]([C:6](=[O:7])[Cl:8])[cH:9][cH:10]1>>[F:1][c:2]1[cH:3][cH:4][c:5]([C:6](=[O:7])[c:16]2[cH:15][cH:14][c:13]([O:19][CH3:20])[c:12]([Cl:11])[c:17]2[Cl:18])[cH:9][cH:10]1.